Dataset: the Open Reaction Database (ORD), a public repository of structured organic reaction records. Task: describe an organic reaction: reactants, conditions, products, and yield The reactants are BrCC(=O)Br (bromoacetyl bromide), ice water, [Si](C)(C)(C(C)(C)C)OCC1=CC=C(N)C=C1 (4-(((tert-butyldimethylsilyl)oxy)methyl)aniline), CN(C)C=O (DMF), BrCC(=O)Br (Bromoacetyl bromide). Run in O1CCOCC1 (dioxane). Run at temperature 0 celsius, time 8 hour. Yields the product BrCC(=O)NC1=CC=C(CO)C=C1 (4-((Bromoacetyl)amino)benzyl Alcohol). Yield: 60.6%. As a reaction SMILES: [Si]([O:8][CH2:9][C:10]1[CH:16]=[CH:15][C:13]([NH2:14])=[CH:12][CH:11]=1)(C(C)(C)C)(C)C.CN(C=O)C.[Br:22][CH2:23][C:24](Br)=[O:25]>O1CCOCC1>[Br:22][CH2:23][C:24]([NH:14][C:13]1[CH:12]=[CH:11][C:10]([CH2:9][OH:8])=[CH:16][CH:15]=1)=[O:25]. Reported procedure: A solution of 4-(((tert-butyldimethylsilyl)oxy)methyl)aniline (14.0 g, 59 mmol) in a mixture of anhydrous DMF (30 mL) and anhydrous dioxane (30 mL) in a 250 mL 3-necked round-bottomed flask equipped with a constant addition funnel (60 mL) was cooled to 0° C. using an ice-bath. Bromoacetyl bromide (11.91 g, 5.18 mL, 59 mmol) was added dropwise, keeping the internal temperature between 0° and 5° C. over a 1/2 h period. After the addition of the bromoacetyl bromide was completed, the solution was w... The reactants are [BH4-], CCO, [Cl-], [Li+], [Na+], COC(=O)C(CCSC)Nc1ccc([N+](=O)[O-])cc1C(=O)NCc1ccc(OC)c(OC)c1, C1CCOC1. RXN SMILES: [BH4-:36].[CH3:43][CH2:44][OH:45].[Cl-:35].[Li+:34].[Na+:37].[O:1]([CH3:2])[c:3]1[cH:4][c:5]([CH2:6][NH:7][C:8]([c:9]2[c:10]([NH:18][CH:19]([CH2:20][CH2:21][S:22][CH3:23])[C:24](=[O:25])[O:26][CH3:27])[cH:11][cH:12][c:13]([N+:15](=[O:16])[O-:17])[cH:14]2)=[O:28])[cH:29][cH:30][c:31]1[O:32][CH3:33].[O:38]1[CH2:39][CH2:40][CH2:41][CH2:42]1>>[O:1]([CH3:2])[c:3]1[cH:4][c:5]([CH2:6][NH:7][C:8]([c:9]2[c:10]([NH:18][CH:19]([CH2:20][CH2:21][S:22][CH3:23])[CH2:24][OH:25])[cH:11][cH:12][c:13]([N+:15](=[O:16])[O-:17])[cH:14]2)=[O:28])[cH:29][cH:30][c:31]1[O:32][CH3:33]. Yields the product COc1ccc(CNC(=O)c2cc([N+](=O)[O-])ccc2NC(CO)CCSC)cc1OC. Reactants: COC=1C=C(C=CC1)S(=O)(=O)N1C(N(C(C1)C(=O)O)C1=CC=CC=C1)=O ((RS)-1-(3-methoxy-benzenesulfonyl)-2-oxo-3-phenyl-imidazolidine-4-carboxylic acid), FC(C=1C(=NC=CC1)N1CCNCC1)(F)F (1-[3-(trifluoromethyl)pyrid-2-yl]-piperazine). The product is COC=1C=C(C=CC1)S(=O)(=O)N1C(N(C(C1)C(=O)N1CCN(CC1)C1=NC=CC=C1C(F)(F)F)C1=CC=CC=C1)=O ((RS)-1-(3-Methoxy-benzenesulfonyl)-3-phenyl-4-[4-(3-trifluoromethyl-pyridin-2-yl)-piperazine-1-carbonyl]-imidazolidin-2-one). RXN SMILES: [CH3:1][O:2][C:3]1[CH:4]=[C:5]([S:9]([N:12]2[CH2:16][CH:15]([C:17]([OH:19])=O)[N:14]([C:20]3[CH:25]=[CH:24][CH:23]=[CH:22][CH:21]=3)[C:13]2=[O:26])(=[O:11])=[O:10])[CH:6]=[CH:7][CH:8]=1.[F:27][C:28]([F:42])([F:41])[C:29]1[C:30]([N:35]2[CH2:40][CH2:39][NH:38][CH2:37][CH2:36]2)=[N:31][CH:32]=[CH:33][CH:34]=1>>[CH3:1][O:2][C:3]1[CH:4]=[C:5]([S:9]([N:12]2[CH2:16][CH:15]([C:17]([N:38]3[CH2:39][CH2:40][N:35]([C:30]4[C:29]([C:28]([F:42])([F:27])[F:41])=[CH:34][CH:33]=[CH:32][N:31]=4)[CH2:36][CH2:37]3)=[O:19])[N:14]([C:20]3[CH:25]=[CH:24][CH:23]=[CH:22][CH:21]=3)[C:13]2=[O:26])(=[O:11])=[O:10])[CH:6]=[CH:7][CH:8]=1. Procedure: In analogy to example 1, (RS)-1-(3-methoxy-benzenesulfonyl)-2-oxo-3-phenyl-imidazolidine-4-carboxylic acid (step 4 of example 1) was reacted with 1-[3-(trifluoromethyl)pyrid-2-yl]-piperazine to give the title compound as a colorless solid. MS: 589.8 ([M+H]+) Reactants: COc1cc(N)cc(OC)c1OC, Clc1nccc(Nc2cc(-c3ccccc3)on2)n1. The product is COc1cc(Nc2nccc(Nc3cc(-c4ccccc4)on3)n2)cc(OC)c1OC. As a reaction SMILES: [CH3:20][O:21][c:22]1[cH:23][c:24]([NH2:25])[cH:26][c:27]([O:31][CH3:32])[c:28]1[O:29][CH3:30].[Cl:1][c:2]1[n:3][cH:4][cH:5][c:6]([NH:8][c:9]2[n:10][o:11][c:12](-[c:14]3[cH:15][cH:16][cH:17][cH:18][cH:19]3)[cH:13]2)[n:7]1>>[c:2]1([NH:25][c:24]2[cH:23][c:22]([O:21][CH3:20])[c:28]([O:29][CH3:30])[c:27]([O:31][CH3:32])[cH:26]2)[n:3][cH:4][cH:5][c:6]([NH:8][c:9]2[n:10][o:11][c:12](-[c:14]3[cH:15][cH:16][cH:17][cH:18][cH:19]3)[cH:13]2)[n:7]1. Yields the product O1C(=CC=C1)CN[C@@H]1CN(CC1)S(=O)(=O)C=1C=2C(=CN=CC2C=CC1)Br ((S)-3-(2-Furylmethyl)amino-1-(4-bromo-5-isoquinolinesulfonyl)pyrrolidine). Run in ClCCCl (1,2-dichloroethane), C(C)N(CC)CC (triethylamine). The reactants are C(C1=CC=CO1)=O (furfural), C(O)([O-])=O.[Na+] (sodium hydrogencarbonate), Cl.N[C@@H]1CN(CC1)S(=O)(=O)C=1C=2C(=CN=CC2C=CC1)Br ((S)-3-amino-1-(4-bromo-5-isoquinolinesulfonyl)pyrrolidine hydrochloride), C(C)(=O)O[BH-](OC(C)=O)OC(C)=O.[Na+] (sodium triacetoxyborohydride). Reaction SMILES: Cl.[NH2:2][C@H:3]1[CH2:7][CH2:6][N:5]([S:8]([C:11]2[C:12]3[C:13]([Br:21])=[CH:14][N:15]=[CH:16][C:17]=3[CH:18]=[CH:19][CH:20]=2)(=[O:10])=[O:9])[CH2:4]1.[CH:22](=O)[C:23]1[O:27][CH:26]=[CH:25][CH:24]=1.C(O[BH-](OC(=O)C)OC(=O)C)(=O)C.[Na+].C(=O)([O-])O.[Na+]>ClCCCl.C(N(CC)CC)C>[O:27]1[CH:26]=[CH:25][CH:24]=[C:23]1[CH2:22][NH:2][C@H:3]1[CH2:7][CH2:6][N:5]([S:8]([C:11]2[C:12]3[C:13]([Br:21])=[CH:14][N:15]=[CH:16][C:17]=3[CH:18]=[CH:19][CH:20]=2)(=[O:10])=[O:9])[CH2:4]1 |f:0.1,3.4,5.6|. Run at time 30 hour. Procedure: A suspension of (S)-3-amino-1-(4-bromo-5-isoquinolinesulfonyl)pyrrolidine hydrochloride (172 mg) obtained in Example 1-1 in 1,2-dichloroethane (10 ml) was added with triethylamine (0.28 ml, Wako Pure Chemical Industries), and then with furfural (42 mg, Aldrich), and the mixture was stirred at room temperature for 30 minutes, then added with sodium triacetoxyborohydride (170 mg, Aldrich), and further stirred at room temperature for 30 hours. The reaction mixture was added with saturated aqueous s... Yield: 27.3%. Reactants: N1=CC=CC=C1 (pyridine), C(CC)(=O)Cl (propionyl chloride), OC(=O)C(F)(F)F.NC1=CC=C(S1)C1=NC(=NC=C1)NC=1C=C(C=CC1)C ([4-(5-aminothiophen-2-yl)-pyrimidin-2-yl]-m-tolyl-amine TFA salt). Run in CS(=O)C (DMSO), C(Cl)Cl (DCM), C(Cl)Cl (DCM). Run at time 16 hour. The product is C1(=CC(=CC=C1)NC1=NC=CC(=N1)C1=CC=C(S1)NC(CC)=O)C (N-[5-(2-m-tolylamino-pyrimidin-4-yl)-thiophene-2-yl]-propionamide). Isolated yield 39.6%. Reaction SMILES: [C:1](Cl)(=[O:4])[CH2:2][CH3:3].OC(C(F)(F)F)=O.[NH2:13][C:14]1[S:18][C:17]([C:19]2[CH:24]=[CH:23][N:22]=[C:21]([NH:25][C:26]3[CH:27]=[C:28]([CH3:32])[CH:29]=[CH:30][CH:31]=3)[N:20]=2)=[CH:16][CH:15]=1.N1C=CC=CC=1>C(Cl)Cl.CS(C)=O>[C:28]1([CH3:32])[CH:29]=[CH:30][CH:31]=[C:26]([NH:25][C:21]2[N:20]=[C:19]([C:17]3[S:18][C:14]([NH:13][C:1](=[O:4])[CH2:2][CH3:3])=[CH:15][CH:16]=3)[CH:24]=[CH:23][N:22]=2)[CH:27]=1 |f:1.2|. Procedure details: A solution of propionyl chloride (4.85 uL, 0.055 mmol) in DCM (100 uL) was added dropwise to a DCM solution (400 uL) of [4-(5-aminothiophen-2-yl)-pyrimidin-2-yl]-m-tolyl-amine TFA salt (20 mg, 0.050 mmol), followed by addition of pyridine (8.9 uL, 0.11 mmol). After 16 hours, the reaction was diluted with DMSO and prep purified to afford N-[5-(2-m-tolylamino-pyrimidin-4-yl)-thiophene-2-yl]-propionamide (6.7 mg, 39.6%). The major impurity was the TFA amide. 1H NMR (500 MHz, DMSO-d6) δ 1.11 (t, J=7...